Dataset: the Open Reaction Database (ORD), a public repository of structured organic reaction records. Task: describe an organic reaction: reactants, conditions, products, and yield Starting materials: O1C2C(OC3=C(C21)C=C(C=C3)NC(CC3=CC=C(C=C3)OC)=O)(C)C (3,4-epoxy-3,4-dihydro-2,2-dimethyl-6-(4-methoxyphenylacetylamino)-2H-1-benzopyran), C(CC1=CC=CC=C1)O (phenethyl alcohol), C(C)(=O)OCC (ethyl acetate). The solvent is C(C)#N (acetonitrile), S(O)(O)(=O)=O (sulfuric acid). Reaction conditions: time 2 hour. Yields the product CC1(OC2=C([C@H]([C@@H]1O)OCCC1=CC=CC=C1)C=C(C=C2)NC(CC2=CC=C(C=C2)OC)=O)C (Trans-3,4-dihydro2,2-dimethyl-6-(4-methoxyphenylacetylamino)-4-(2-phenylethoxy)-2H-1-benzopyran-3-ol). Isolated yield 77.0%. As a reaction SMILES: [O:1]1[CH:7]2[CH:2]1[C:3]([CH3:25])([CH3:24])[O:4][C:5]1[CH:11]=[CH:10][C:9]([NH:12][C:13](=[O:23])[CH2:14][C:15]3[CH:20]=[CH:19][C:18]([O:21][CH3:22])=[CH:17][CH:16]=3)=[CH:8][C:6]=12.[CH2:26]([OH:34])[CH2:27][C:28]1[CH:33]=[CH:32][CH:31]=[CH:30][CH:29]=1.C(OCC)(=O)C>C(#N)C.S(=O)(=O)(O)O>[CH3:25][C:3]1([CH3:24])[C@@H:2]([OH:1])[C@H:7]([O:34][CH2:26][CH2:27][C:28]2[CH:33]=[CH:32][CH:31]=[CH:30][CH:29]=2)[C:6]2[CH:8]=[C:9]([NH:12][C:13](=[O:23])[CH2:14][C:15]3[CH:16]=[CH:17][C:18]([O:21][CH3:22])=[CH:19][CH:20]=3)[CH:10]=[CH:11][C:5]=2[O:4]1. Reported procedure: To a solution of 3,4-epoxy-3,4-dihydro-2,2-dimethyl-6-(4-methoxyphenylacetylamino)-2H-1-benzopyran (200 mg, 0.68 mmol) and phenethyl alcohol (0.32 mL, 2.72 mmol) in acetonitrile (1.0 mL), sulfuric acid (0.01 mL) was added and stirred at the room temperature for 2 hours. Thereto, ice-cooled ethyl acetate was added and the formed crystals were filtered, to obtain the intended substance as white solid (yield:77%). The reactants are O=C(NC1CN2CCC1CC2)c1cc2ccc(Br)cc2o1, [Na+], OB(O)c1ccc(N2CCOCC2)cc1, CN(C)C=O, [OH-]. Product: O=C(NC1CN2CCC1CC2)c1cc2ccc(-c3ccc(N4CCOCC4)cc3)cc2o1. Reaction SMILES: [N:16]12[CH2:17][CH:18]([NH:24][C:25](=[O:26])[c:27]3[o:28][c:29]4[c:30]([cH:31]3)[cH:32][cH:33][c:34]([Br:36])[cH:35]4)[CH:19]([CH2:20][CH2:21]1)[CH2:22][CH2:23]2.[Na+:38].[O:1]1[CH2:2][CH2:3][N:4]([c:7]2[cH:8][cH:9][c:10]([B:13]([OH:14])[OH:15])[cH:11][cH:12]2)[CH2:5][CH2:6]1.[O:39]=[CH:40][N:41]([CH3:42])[CH3:43].[OH-:37]>>[O:1]1[CH2:2][CH2:3][N:4]([c:7]2[cH:8][cH:9][c:10](-[c:34]3[cH:33][cH:32][c:30]4[c:29]([o:28][c:27]([C:25]([NH:24][CH:18]5[CH2:17][N:16]6[CH2:21][CH2:20][CH:19]5[CH2:22][CH2:23]6)=[O:26])[cH:31]4)[cH:35]3)[cH:11][cH:12]2)[CH2:5][CH2:6]1.